Dataset: the Open Reaction Database (ORD), a public repository of structured organic reaction records. Task: describe an organic reaction: reactants, conditions, products, and yield Starting materials: Brc1ccc2c(c1)CNC2, C=C(C)c1cc(C(=O)O)c(OCc2ccccc2)cc1OCc1ccccc1, ClCCl. Product: C=C(C)c1cc(C(=O)N2Cc3ccc(Br)cc3C2)c(OCc2ccccc2)cc1OCc1ccccc1. RXN SMILES: [Br:29][c:30]1[cH:31][c:32]2[c:36]([cH:37][cH:38]1)[CH2:35][NH:34][CH2:33]2.[CH2:1]([c:2]1[cH:3][cH:4][cH:5][cH:6][cH:7]1)[O:8][c:9]1[c:10]([C:11](=[O:12])[OH:13])[cH:14][c:15]([C:26](=[CH2:27])[CH3:28])[c:16]([O:18][CH2:19][c:20]2[cH:21][cH:22][cH:23][cH:24][cH:25]2)[cH:17]1.[Cl:39][CH2:40][Cl:41]>>[CH2:1]([c:2]1[cH:3][cH:4][cH:5][cH:6][cH:7]1)[O:8][c:9]1[c:10]([C:11](=[O:12])[N:34]2[CH2:33][c:32]3[cH:31][c:30]([Br:29])[cH:38][cH:37][c:36]3[CH2:35]2)[cH:14][c:15]([C:26](=[CH2:27])[CH3:28])[c:16]([O:18][CH2:19][c:20]2[cH:21][cH:22][cH:23][cH:24][cH:25]2)[cH:17]1.